Dataset: the Open Reaction Database (ORD), a public repository of structured organic reaction records. Task: describe an organic reaction: reactants, conditions, products, and yield The reactants are ClC=1C2=C(SC1C(=O)N[C@@H](C(=O)O)CC1=CC=CC=C1)C=C(C=C2)C ((R)-2-(3-chloro-6-methylbenzo[b]thiophene-2-carboxamido)-3-phenylpropanoic acid), ClC=1C2=C(SC1C(=O)O)C=C(C=C2)F (3-chloro-6-fluorobenzo[b]thiophene-2-carboxylic acid). Product: ClC=1C2=C(SC1C(=O)N[C@@H](C(=O)O)CC1=CC=CC=C1)C=C(C=C2)F ((R)-2-(3-chloro-6-fluorobenzo[b]thiophene-2-carboxamido)-3-phenylpropanoic acid). RXN SMILES: [Cl:1][C:2]1[C:3]2[CH:24]=[CH:23][C:22](C)=[CH:21][C:4]=2[S:5][C:6]=1[C:7]([NH:9][C@H:10]([CH2:14][C:15]1[CH:20]=[CH:19][CH:18]=[CH:17][CH:16]=1)[C:11]([OH:13])=[O:12])=[O:8].ClC1C2C=CC([F:39])=CC=2SC=1C(O)=O>>[Cl:1][C:2]1[C:3]2[CH:24]=[CH:23][C:22]([F:39])=[CH:21][C:4]=2[S:5][C:6]=1[C:7]([NH:9][C@H:10]([CH2:14][C:15]1[CH:20]=[CH:19][CH:18]=[CH:17][CH:16]=1)[C:11]([OH:13])=[O:12])=[O:8]. Reported procedure: Following the 2a synthetic method, using 3-chloro-6-fluorobenzo[b]thiophene-2-carboxylic acid (115.32 mg, 0.5 mmol) instead of 3-chloro-6-methylbenzo[b]thiophene-2-carboxylic acid gave 4a as a white powder; (177.01 mg, 93.7%). [α]D25: −21.9 (c=0.37, CHCl3); 1H-NMR (300 MHz, acetone-d6): δ 7.95-7.76 (m, 3H), 7.44-7.22 (m, 6H), 5.04-4.97 (m, 1H), 3.45-3.26 (m, 2H); 13C NMR (300 MHz, acetone-d6): δ 171.48, 163.90, 160.62, 159.50, 139.15, 136.67, 133.50, 129.50, 128.40, 126.89, 124.94, 118.57, 115.1... Reactants: C(C)(=O)C=1C(NC2=C(C=C(C(=C2C1C)OS(=O)(=O)O)F)Cl)=O (3-Acetyl-8-chloro-6-fluoro-4-methylsulfoxy-2-quinolinone), C(CC(C)C)N (isoamylamine). The product is C(C)(=O)C=1C(NC2=C(C=C(C=C2C1NCCC(C)C)F)Cl)=O (3-Acetyl-4-isoamylamino-6-fluoro-8-chloro-2-quinolinone). Yield: 85.9%. RXN SMILES: [C:1]([C:4]1[C:5](=[O:22])[NH:6][C:7]2[C:12]([C:13]=1C)=[C:11](OS(O)(=O)=O)[C:10]([F:20])=[CH:9][C:8]=2[Cl:21])(=[O:3])[CH3:2].[CH2:23]([NH2:28])[CH2:24][CH:25]([CH3:27])[CH3:26]>>[C:1]([C:4]1[C:5](=[O:22])[NH:6][C:7]2[C:12]([C:13]=1[NH:28][CH2:23][CH2:24][CH:25]([CH3:27])[CH3:26])=[CH:11][C:10]([F:20])=[CH:9][C:8]=2[Cl:21])(=[O:3])[CH3:2]. Procedure details: 3-Acetyl-8-chloro-6-fluoro-4-methylsulfoxy-2-quinolinone (3.02g, 0.01 mol) and isoamylamine (0.87g, 0.01 mol) were used, but the reaction was carried out as the above process of example 37 to obtain the desired product (2.79g, yield: 86% ). The reactants are CCOC(=O)N(CCN(C)C)c1ccccc1[N+](=O)[O-], CO. Yields the product CCOC(=O)N(CCN(C)C)c1ccccc1N. Reaction SMILES: [CH2:1]([CH3:2])[O:3][C:4](=[O:5])[N:6]([CH2:7][CH2:8][N:9]([CH3:10])[CH3:11])[c:12]1[c:13]([N+:18]([O-:19])=[O:20])[cH:14][cH:15][cH:16][cH:17]1.[CH3:21][OH:22]>>[CH2:1]([CH3:2])[O:3][C:4](=[O:5])[N:6]([CH2:7][CH2:8][N:9]([CH3:10])[CH3:11])[c:12]1[c:13]([NH2:18])[cH:14][cH:15][cH:16][cH:17]1. Reactants: CCC(C(=O)[O-])n1cc(C)nn1, CO, Cl, [Li+], C1CCOC1, [OH-]. Product: Cc1cn(CC(=O)O)nn1. As a reaction SMILES: [CH2:1]([CH3:2])[CH:3]([C:4](=[O:5])[O-:6])[n:7]1[n:8][n:9][c:10]([CH3:12])[cH:11]1.[CH3:13][OH:14].[ClH:17].[Li+:15].[O:18]1[CH2:19][CH2:20][CH2:21][CH2:22]1.[OH-:16]>>[CH2:3]([C:4](=[O:5])[OH:6])[n:7]1[n:8][n:9][c:10]([CH3:12])[cH:11]1. Reactants: C1(=CC=CC=C1)C1=C(C(=C2C(=N1)SC1=C2CCC1)C1=CC=C(C=C1)C)C(C(=O)OC)CCC (methyl 2-[2-phenyl-4-p-tolyl-6,7-dihydro-5H-cyclopenta[4,5]thieno[2,3-b]pyridin-3-yl]pentanoate), [OH-].[Na+] (sodium hydroxide). The solvent is CO (methanol). Run at temperature 60 celsius. Product: C1(=CC=CC=C1)C1=C(C(=C2C(=N1)SC1=C2CCC1)C1=CC=C(C=C1)C)C(C(=O)O)CCC (2-[2-phenyl-4-p-tolyl-6,7-dihydro-5H-cyclopenta[4,5]thieno[2,3-b]pyridin-3-yl]pentanoic acid). Yield: 38.8%. Reaction SMILES: [C:1]1([C:7]2[N:12]=[C:11]3[S:13][C:14]4[CH2:18][CH2:17][CH2:16][C:15]=4[C:10]3=[C:9]([C:19]3[CH:24]=[CH:23][C:22]([CH3:25])=[CH:21][CH:20]=3)[C:8]=2[CH:26]([CH2:31][CH2:32][CH3:33])[C:27]([O:29]C)=[O:28])[CH:6]=[CH:5][CH:4]=[CH:3][CH:2]=1.[OH-].[Na+]>CO>[C:1]1([C:7]2[N:12]=[C:11]3[S:13][C:14]4[CH2:18][CH2:17][CH2:16][C:15]=4[C:10]3=[C:9]([C:19]3[CH:20]=[CH:21][C:22]([CH3:25])=[CH:23][CH:24]=3)[C:8]=2[CH:26]([CH2:31][CH2:32][CH3:33])[C:27]([OH:29])=[O:28])[CH:6]=[CH:5][CH:4]=[CH:3][CH:2]=1 |f:1.2|. Procedure: To a solution of methyl 2-[2-phenyl-4-p-tolyl-6,7-dihydro-5H-cyclopenta[4,5]thieno[2,3-b]pyridin-3-yl]pentanoate (0.194 g; 0.42 mmol) in methanol (4.2 mL) was added a solution of sodium hydroxide 10 N (0.42 ml) and the mixture was heated to 60° C. for 18 h. After cooling, the reaction mixture was concentrated under reduced pressure and the crude solid was suspended in ethyl acetate and the mixture was acidified with 1N HCl (pH˜2). The organic layer was washed with brine, dried over sodium sulpha... As a reaction SMILES: [BrH:30].[CH2:1]([CH3:2])[N:3]1[CH2:4][CH2:5][N:6]([c:9]2[n:10][c:11](-[c:18]3[cH:19][cH:20][c:21]([O:24][CH3:25])[cH:22][cH:23]3)[cH:12][c:13]3[c:14]2[cH:15][cH:16][s:17]3)[CH2:7][CH2:8]1.[ClH:29].[NH3:28].[Na+:27].[OH-:26]>>[CH2:1]([CH3:2])[N:3]1[CH2:4][CH2:5][N:6]([c:9]2[n:10][c:11](-[c:18]3[cH:19][cH:20][c:21]([OH:24])[cH:22][cH:23]3)[cH:12][c:13]3[c:14]2[cH:15][cH:16][s:17]3)[CH2:7][CH2:8]1.[ClH:29]. Yields the product CCN1CCN(c2nc(-c3ccc(O)cc3)cc3sccc23)CC1, Cl. Reactants: Br, CCN1CCN(c2nc(-c3ccc(OC)cc3)cc3sccc23)CC1, Cl, N, [Na+], [OH-].